Task: describe an organic reaction: reactants, conditions, products, and yield. Dataset: the Open Reaction Database (ORD), a public repository of structured organic reaction records Reactants: C(C)(C)(C)OC(=O)N(CCC1=CC=C(OCC=2C=C(OCC(=O)OCC)C=CC2)C=C1)C[C@H](O)C1=CC(=CC=C1)Cl (ethyl [3-[[4-[2-[(tert-butoxycarbonyl)[(2R)-2-(3-chlorophenyl)-2-hydroxyethyl]-amino]ethyl]phenoxy]methyl]phenoxy]acetate), Cl (hydrochloride). Run in O1CCCC1 (tetrahydrofuran), O1CCOCC1 (dioxane). Conditions: time 8 hour. Yields the product ClC=1C=C(C=CC1)[C@H](CNCCC1=CC=C(OCC=2C=C(OCC(=O)OCC)C=CC2)C=C1)O (ethyl [3-[[4-[2-[[(2R)-2-(3-chlorophenyl)-2-hydroxyethyl]amino]ethyl]phenoxy]-methyl]phenoxy]acetate). The yield is 76.3%. As a reaction SMILES: C(OC([N:8]([CH2:32][C@@H:33]([C:35]1[CH:40]=[CH:39][CH:38]=[C:37]([Cl:41])[CH:36]=1)[OH:34])[CH2:9][CH2:10][C:11]1[CH:31]=[CH:30][C:14]([O:15][CH2:16][C:17]2[CH:18]=[C:19]([CH:27]=[CH:28][CH:29]=2)[O:20][CH2:21][C:22]([O:24][CH2:25][CH3:26])=[O:23])=[CH:13][CH:12]=1)=O)(C)(C)C.Cl>O1CCCC1.O1CCOCC1>[Cl:41][C:37]1[CH:36]=[C:35]([C@@H:33]([OH:34])[CH2:32][NH:8][CH2:9][CH2:10][C:11]2[CH:12]=[CH:13][C:14]([O:15][CH2:16][C:17]3[CH:18]=[C:19]([CH:27]=[CH:28][CH:29]=3)[O:20][CH2:21][C:22]([O:24][CH2:25][CH3:26])=[O:23])=[CH:30][CH:31]=2)[CH:40]=[CH:39][CH:38]=1. Procedure details: To a solution of ethyl [3-[[4-[2-[(tert-butoxycarbonyl)[(2R)-2-(3-chlorophenyl)-2-hydroxyethyl]-amino]ethyl]phenoxy]methyl]phenoxy]acetate (1.0 g) in tetrahydrofuran (5.0 ml) was added 4N hydrochloride in dioxane (4.3 ml). The mixture was stirred at room temperature for 8 hours and evaporated under reduced pressure. The residue was diluted with ethyl acetate and saturated sodium bicarbonate solution. The organic layer was separated, washed with brine, dried over magnesium sulfate and evaporated ...